This data is from the Open Reaction Database (ORD), a public repository of structured organic reaction records. The task is: describe an organic reaction: reactants, conditions, products, and yield The reactants are C(CCCCCCCCCC)C1CNC2=CC(=CC=C12)C(=O)OC ((RS)-Methyl 3-(n-undecyl)indoline-6-carboxylate), [OH-].[K+] (potassium hydroxide), C (charcoal). The solvent is C(C)O (ethanol), O (water), O (water). The product is C(CCCCCCCCCC)C1CNC2=CC(=CC=C12)C(=O)O ((RS)-3-(n-undecyl)indoline-6-carboxylic acid). Yield: 100.2%. As a reaction SMILES: [CH2:1]([CH:12]1[C:20]2[C:15](=[CH:16][C:17]([C:21]([O:23]C)=[O:22])=[CH:18][CH:19]=2)[NH:14][CH2:13]1)[CH2:2][CH2:3][CH2:4][CH2:5][CH2:6][CH2:7][CH2:8][CH2:9][CH2:10][CH3:11].[OH-].[K+].C>C(O)C.O>[CH2:1]([CH:12]1[C:20]2[C:15](=[CH:16][C:17]([C:21]([OH:23])=[O:22])=[CH:18][CH:19]=2)[NH:14][CH2:13]1)[CH2:2][CH2:3][CH2:4][CH2:5][CH2:6][CH2:7][CH2:8][CH2:9][CH2:10][CH3:11] |f:1.2|. Procedure: (RS)-Methyl 3-(n-undecyl)indoline-6-carboxylate (12.4 g) in ethanol (350 ml), containing potassium hydroxide (3.33 g) and water (45 ml), was stirred and refluxed for 24 hours. The solvent was removed in vacuo to give an off-white solid. The solid was dissolved in water, and the solution was treated with charcoal and filtered through diatomaceous earth. Glacial acetic acid (50 ml) was slowly added to the stirred solution and an off-white solid was collected and recrystallised from ethyl acetate t... The reactants are Cc1ccccc1, CCOC(=O)C(CS)NC(=O)C1CCCC1. The product is CCOC(=O)C1CSC(C2CCCC2)=N1. RXN SMILES: [CH3:17][c:18]1[cH:19][cH:20][cH:21][cH:22][cH:23]1.[CH:1]1([C:6](=[O:7])[NH:8][CH:9]([C:10](=[O:11])[O:12][CH2:13][CH3:14])[CH2:15][SH:16])[CH2:2][CH2:3][CH2:4][CH2:5]1>>[CH:1]1([C:6]2=[N:8][CH:9]([C:10](=[O:11])[O:12][CH2:13][CH3:14])[CH2:15][S:16]2)[CH2:2][CH2:3][CH2:4][CH2:5]1. The reactants are C(=O)C=1C=C(C=C(C1OC)C1=CC(=CC=C1)[N+](=O)[O-])S(=O)(=O)N (5-formyl-6-methoxy-3′-nitro-biphenyl-3-sulfonamide), C1(=CC=CC=C1)CC(=O)Cl (2-phenylacetyl chloride). Yields the product C(=O)C=1C=C(C=C(C1OC)C1=CC(=CC=C1)[N+](=O)[O-])S(=O)(=O)NC(CC1=CC=CC=C1)=O (5-formyl-6-methoxy-3′-nitro-N-(2-phenylacetyl)-biphenyl-3-sulfonamide). RXN SMILES: [CH:1]([C:3]1[CH:4]=[C:5]([S:20]([NH2:23])(=[O:22])=[O:21])[CH:6]=[C:7]([C:11]2[CH:16]=[CH:15][CH:14]=[C:13]([N+:17]([O-:19])=[O:18])[CH:12]=2)[C:8]=1[O:9][CH3:10])=[O:2].[C:24]1([CH2:30][C:31](Cl)=[O:32])[CH:29]=[CH:28][CH:27]=[CH:26][CH:25]=1>>[CH:1]([C:3]1[CH:4]=[C:5]([S:20]([NH:23][C:31](=[O:32])[CH2:30][C:24]2[CH:29]=[CH:28][CH:27]=[CH:26][CH:25]=2)(=[O:22])=[O:21])[CH:6]=[C:7]([C:11]2[CH:16]=[CH:15][CH:14]=[C:13]([N+:17]([O-:19])=[O:18])[CH:12]=2)[C:8]=1[O:9][CH3:10])=[O:2]. Procedure: Proceeding as in Reference 21, but substituting 5-formyl-6-methoxy-3′-nitro-biphenyl-3-sulfonamide and 2-phenylacetyl chloride, gave 5-formyl-6-methoxy-3′-nitro-N-(2-phenylacetyl)-biphenyl-3-sulfonamide. Reactants: CC1=CC(=NC(=C1)C=C)NC(C)=O (N-(4-methyl-6-vinyl-pyridin-2-yl)-acetamide), CC1=CC(=NC(=C1)C=C)NC(C)=O (N-(4-methyl-6-vinyl-pyridin-2-yl)-acetamide), O=[O+][O-] (ozone), O=[O+][O-] (ozone), O=[O+][O-] (ozone), C1(=CC=CC=C1)P(C1=CC=CC=C1)C1=CC=CC=C1 (triphenylphosphane). Run in CO (methanol), ClCCl (dichloromethane). Reaction conditions: temperature -80 celsius, time 5 minute. Yields the product C(=O)C1=CC(=CC(=N1)NC(C)=O)C (N-(6-Formyl-4-methyl-pyridin-2-yl)-acetamide). Reaction SMILES: [CH3:1][C:2]1[CH:7]=[C:6]([CH:8]=C)[N:5]=[C:4]([NH:10][C:11](=[O:13])[CH3:12])[CH:3]=1.[O:14]=[O+][O-].C1(P(C2C=CC=CC=2)C2C=CC=CC=2)C=CC=CC=1>CO.ClCCl>[CH:8]([C:6]1[N:5]=[C:4]([NH:10][C:11](=[O:13])[CH3:12])[CH:3]=[C:2]([CH3:1])[CH:7]=1)=[O:14]. Procedure details: 5.0 g N-(4-methyl-6-vinyl-pyridin-2-yl)-acetamide (compound F5) are dissolved in a mixture of each 200 ml methanol and dichloromethane and cooled to −80° C. Subsequently, ozone is passed into the solution (flow 20-25 l/h ozone). After 5 min ozone treatment is stopped. Thereafter, nitrogen is applied for 5 min and 7.44 g of triphenylphosphane are added while stirring is continued. The solution is allowed to warm up to r.t. Subsequently, the volatile components are removed in vacuo and the residue... Reactants: N#N (N2), C(CC(=O)C)(=O)OC (methyl acetoacetate), C(C=C)O (allyl alcohol), C(C=C)O (allyl alcohol), C(C=C)O (allyl alcohol). Yields the product C(CC(=O)C)(=O)OCC=C (allyl acetoacetate). Isolated yield 72.8%. Reaction SMILES: N#N.[C:3]([O:9][CH3:10])(=[O:8])[CH2:4][C:5]([CH3:7])=[O:6].[CH2:11](O)[CH:12]=C>>[C:3]([O:9][CH2:10][CH:11]=[CH2:12])(=[O:8])[CH2:4][C:5]([CH3:7])=[O:6]. Procedure details: In a 2 l flask equipped with a magnetic stirrer, equipped for a Vigreaux column for distillation, a heating mantle and N2, there was added 4.0 mole (432 ml) of methyl acetoacetate and 8.0 mole (464.6 g) of allyl alcohol. The reaction mixture was distilled for 12 hours at 92° C. There was added 136 ml (2.0 mole) of allyl alcohol and the mixture was distilled 23 hours. There was then added 136 ml (2.0 mole) of allyl alcohol and the mixture was distilled 16 hours. The reaction mixture was then dist... Starting materials: C1CCOC1, Cn1ncc([N+](=O)[O-])c1C1(F)CCC(O)C(N=[N+]=[N-])CC1, O, c1ccc(P(c2ccccc2)c2ccccc2)cc1. Yields the product Cn1ncc([N+](=O)[O-])c1C1(F)CCC(N)C(O)CC1. Reaction SMILES: [CH2:41]1[O:42][CH2:43][CH2:44][CH2:45]1.[N:1](=[N+:2]=[N-:3])[CH:4]1[CH:5]([OH:21])[CH2:6][CH2:7][C:8]([c:11]2[c:12]([N+:17](=[O:18])[O-:19])[cH:13][n:14][n:15]2[CH3:16])([F:20])[CH2:9][CH2:10]1.[OH2:46].[c:22]1([P:23]([c:24]2[cH:25][cH:26][cH:27][cH:28][cH:29]2)[c:30]2[cH:31][cH:32][cH:33][cH:34][cH:35]2)[cH:36][cH:37][cH:38][cH:39][cH:40]1>>[NH2:1][CH:4]1[CH:5]([OH:21])[CH2:6][CH2:7][C:8]([c:11]2[c:12]([N+:17](=[O:18])[O-:19])[cH:13][n:14][n:15]2[CH3:16])([F:20])[CH2:9][CH2:10]1.